Dataset: the Open Reaction Database (ORD), a public repository of structured organic reaction records. Task: describe an organic reaction: reactants, conditions, products, and yield Starting materials: [N+](=O)([O-])C=1C=C2CCC(NC2=CC1)=O (6-nitro-3,4-dihydroquinolin-2(1H)-one), Cl.ClCCC1N(CCC1)C (2-(2-chloroethyl)-1-methylpyrrolidine hydrochloride), [I-].[Na+] (sodium iodide), C([O-])([O-])=O.[K+].[K+] (potassium carbonate). The solvent is CN(C=O)C (dimethylformamide), O (water). Run at time 8 hour. Product: CN1C(CCC1)CCN1C(CCC2=CC(=CC=C12)[N+](=O)[O-])=O (1-(2-(1-methylpyrrolidin-2-yl)ethyl)-6-nitro-3,4-dihydroquinolin-2(1H)-one). RXN SMILES: [N+:1]([C:4]1[CH:5]=[C:6]2[C:11](=[CH:12][CH:13]=1)[NH:10][C:9](=[O:14])[CH2:8][CH2:7]2)([O-:3])=[O:2].Cl.Cl[CH2:17][CH2:18][CH:19]1[CH2:23][CH2:22][CH2:21][N:20]1[CH3:24].[I-].[Na+].C(=O)([O-])[O-].[K+].[K+]>CN(C)C=O.O>[CH3:24][N:20]1[CH2:21][CH2:22][CH2:23][CH:19]1[CH2:18][CH2:17][N:10]1[C:11]2[C:6](=[CH:5][C:4]([N+:1]([O-:3])=[O:2])=[CH:13][CH:12]=2)[CH2:7][CH2:8][C:9]1=[O:14] |f:1.2,3.4,5.6.7|. Reported procedure: A suspension of 6-nitro-3,4-dihydroquinolin-2(1H)-one (2.0 g, 10.4 mmol), 2-(2-chloroethyl)-1-methylpyrrolidine hydrochloride (3.83 g, 20.8 mmol), sodium iodide (779 mg, 5.20 mmol) and potassium carbonate (8.63 g, 62.4 mmol) in dimethylformamide (15 mL) was stirred at room temperature overnight. After this time, the mixture was diluted with water (15 mL) then extracted with ethyl acetate (3×75 mL). The combined organic fractions were washed with brine, dried over Na2SO4, filtered and concentrate...